This data is from the Open Reaction Database (ORD), a public repository of structured organic reaction records. The task is: describe an organic reaction: reactants, conditions, products, and yield Starting materials: BrCCc1ccccc1, O=C([O-])[O-], C1CCOC1, [K+], [K+], N#N, c1c[nH]cn1. The product is c1ccc(CCn2ccnc2)cc1. Reaction SMILES: [Br:14][CH2:15][CH2:16][c:17]1[cH:18][cH:19][cH:20][cH:21][cH:22]1.[C:8](=[O:9])([O-:10])[O-:11].[CH2:23]1[O:24][CH2:25][CH2:26][CH2:27]1.[K+:12].[K+:13].[N:1]#[N:2].[nH:3]1[cH:4][n:5][cH:6][cH:7]1>>[n:3]1([CH2:15][CH2:16][c:17]2[cH:18][cH:19][cH:20][cH:21][cH:22]2)[cH:4][n:5][cH:6][cH:7]1. Reactants: CC(=O)c1ncccc1C(=O)O, CO, NNC(=O)Nc1cc(F)cc(F)c1. Product: CC(=O)c1ncccc1C(O)=NNC(=O)Nc1cc(F)cc(F)c1. Reaction SMILES: [C:1]([CH3:2])(=[O:3])[c:4]1[c:5]([C:6](=[O:7])[OH:8])[cH:9][cH:10][cH:11][n:12]1.[CH3:26][OH:27].[F:13][c:14]1[cH:15][c:16]([NH:21][C:22]([NH:23][NH2:24])=[O:25])[cH:17][c:18]([F:20])[cH:19]1>>[C:1]([CH3:2])(=[O:3])[c:4]1[c:5]([C:6]([OH:8])=[N:24][NH:23][C:22]([NH:21][c:16]2[cH:15][c:14]([F:13])[cH:19][c:18]([F:20])[cH:17]2)=[O:25])[cH:9][cH:10][cH:11][n:12]1. Reactants: CC(C)CC(C(=O)O)C(CCCc1ccccc1)C(=O)OC(C)(C)C, CCN=C=NCCCN(C)C, CN1CCOCC1, CN(C)C=O, Cl, Cl, Oc1c(F)c(F)c(F)c(F)c1F, NN. Product: CC(C)CC(C(=O)NN)C(CCCc1ccccc1)C(=O)OC(C)(C)C. As a reaction SMILES: [C:1]([CH3:2])([CH3:3])([CH3:4])[O:5][C:6](=[O:7])[CH:8]([CH2:9][CH2:10][CH2:11][c:12]1[cH:13][cH:14][cH:15][cH:16][cH:17]1)[CH:18]([C:19](=[O:20])[OH:21])[CH2:22][CH:23]([CH3:24])[CH3:25].[CH2:39]([N:40]=[C:41]=[N:42][CH2:43][CH2:44][CH2:45][N:46]([CH3:47])[CH3:48])[CH3:49].[CH3:53][N:54]1[CH2:55][CH2:56][O:57][CH2:58][CH2:59]1.[CH3:60][N:61]([CH3:62])[CH:63]=[O:64].[ClH:38].[ClH:50].[F:26][c:27]1[c:28]([OH:29])[c:30]([F:31])[c:32]([F:33])[c:34]([F:35])[c:36]1[F:37].[NH2:51][NH2:52]>>[C:1]([CH3:2])([CH3:3])([CH3:4])[O:5][C:6](=[O:7])[CH:8]([CH2:9][CH2:10][CH2:11][c:12]1[cH:13][cH:14][cH:15][cH:16][cH:17]1)[CH:18]([C:19](=[O:20])[NH:51][NH2:52])[CH2:22][CH:23]([CH3:24])[CH3:25]. Reactants: C(C)(C)(C)OC(NC1CCNCC1)=O (Piperidin-4-yl-carbamic acid tert-butyl ester), [I-].C(#N)C[P+](C)(C)C (cyanomethyl-trimethyl-phosphonium iodide), [I-].C(#N)C[P+](C)(C)C (Cyanomethyl-trimethyl-phosphonium iodide), C([O-])([O-])=O.[K+].[K+] (potassium carbonate), OCCN1CCC(CC1)O (1-(2-Hydroxy-ethyl)-piperidin-4-ol), CCN(C(C)C)C(C)C (DIEA). Solvent: O (water), C(Cl)Cl (DCM), C(CC)#N (propionitril). Product: C(C)(C)(C)OC(NC1CCN(CC1)CCN1CCC(CC1)O)=O ({1-[2-(4-Hydroxy-piperidin-1-yl)-ethyl]-piperidin-4-yl}-carbamic acid tert-butyl ester). Isolated yield 84.3%. Reaction SMILES: [C:1]([O:5][C:6](=[O:14])[NH:7][CH:8]1[CH2:13][CH2:12][NH:11][CH2:10][CH2:9]1)([CH3:4])([CH3:3])[CH3:2].O[CH2:16][CH2:17][N:18]1[CH2:23][CH2:22][CH:21]([OH:24])[CH2:20][CH2:19]1.CCN(C(C)C)C(C)C.[I-].C(C[P+](C)(C)C)#N.C(=O)([O-])[O-].[K+].[K+]>C(#N)CC.O.C(Cl)Cl>[C:1]([O:5][C:6](=[O:14])[NH:7][CH:8]1[CH2:13][CH2:12][N:11]([CH2:16][CH2:17][N:18]2[CH2:23][CH2:22][CH:21]([OH:24])[CH2:20][CH2:19]2)[CH2:10][CH2:9]1)([CH3:4])([CH3:2])[CH3:3] |f:3.4,5.6.7|. Procedure details: Piperidin-4-yl-carbamic acid tert-butyl ester 3 (5 g, 25 mmol), 1-(2-Hydroxy-ethyl)-piperidin-4-ol 22 (4 g, 27.5 mmol) and DIEA (5.6 ml, 32.5 mmol) are suspended in 25 ml of propionitril. Cyanomethyl-trimethyl-phosphonium iodide (4 g, 30 mmol) is added and the reaction mixture is refluxed. Additional portions of cyanomethyl-trimethyl-phosphonium iodide (1.5 g, 11.25 mmol) are added after 90 minutes and after 3 hours. After cooling to room temperature, a solution of potassium carbonate (4 g) in 2...